From a dataset of the Open Reaction Database (ORD), a public repository of structured organic reaction records. describe an organic reaction: reactants, conditions, products, and yield Reactants: [OH-].[Na+] (Sodium hydroxide), CNCC[C@@H](C1=CC=CS1)OC=2C=CC=C3C2C=CC=C3.C(\C=C/C(=O)[O-])(=O)[O-] (duloxetine maleate), O (water). Run in C1(=CC=CC=C1)C (toluene). Reaction conditions: time 10 minute. The product is CNCC[C@@H](C1=CC=CS1)OC=2C=CC=C3C2C=CC=C3 (duloxetine). Reaction SMILES: [OH-].[Na+].[CH3:3][NH:4][CH2:5][CH2:6][C@H:7]([O:13][C:14]1[CH:15]=[CH:16][CH:17]=[C:18]2[CH:23]=[CH:22][CH:21]=[CH:20][C:19]=12)[C:8]1[S:12][CH:11]=[CH:10][CH:9]=1.C([O-])(=O)/C=C\C([O-])=O.O>C1(C)C=CC=CC=1>[CH3:3][NH:4][CH2:5][CH2:6][C@H:7]([O:13][C:14]1[CH:15]=[CH:16][CH:17]=[C:18]2[CH:23]=[CH:22][CH:21]=[CH:20][C:19]=12)[C:8]1[S:12][CH:11]=[CH:10][CH:9]=1 |f:0.1,2.3|. Reported procedure: Sodium hydroxide solution (30% w/v; 100 ml) was added to a stirred suspension of duloxetine maleate (105 g; 0.254 mole) in a mixture of toluene (1.05 L) and deionised water (1.05 L) at about 25° C. to attain a pH of 11 to 12. The mixture was stirred for 10 minutes. Toluene layer was separated and aqueous layer was subsequently extracted with toluene (525 ml). The combined toluene layer was washed with deionised water (2×525 ml) and concentrated under vacuum to obtain duloxetine free base as an o... Starting materials: Cl.C1(CC1)COC1=C(C=CC(=C1)F)C=1C2=C(N=CN1)C(=C(N2)C)C(=O)N[C@@H]2CNC[C@H]2O (4-[2-(Cyclopropylmethoxy)-4-fluorophenyl]-N-[(3R*,4R*)-4-hydroxypyrrolidin-3-yl]-6-methyl-5H-pyrrolo[3,2-d]pyrimidine-7-carboxamide hydrochloride), C(C)(=O)OCC(=O)Cl (2-chloro-2-oxoethyl acetate). Yields the product C1(CC1)COC1=C(C=CC(=C1)F)C=1C2=C(N=CN1)C(=C(N2)C)C(=O)N[C@@H]2CN(C[C@H]2O)C(CO)=O (4-[2-(Cyclopropylmethoxy)-4-fluorophenyl]-N-[(3R*,4R*)-4-hydroxy-1-(hydroxyacetyl)pyrrolidin-3-yl]-6-methyl-5H-pyrrolo[3,2-d]pyrimidine-7-carboxamide). Reaction SMILES: Cl.[CH:2]1([CH2:5][O:6][C:7]2[CH:12]=[C:11]([F:13])[CH:10]=[CH:9][C:8]=2[C:14]2[C:15]3[NH:22][C:21]([CH3:23])=[C:20]([C:24]([NH:26][C@H:27]4[C@H:31]([OH:32])[CH2:30][NH:29][CH2:28]4)=[O:25])[C:16]=3[N:17]=[CH:18][N:19]=2)[CH2:4][CH2:3]1.C([O:36][CH2:37][C:38](Cl)=[O:39])(=O)C>>[CH:2]1([CH2:5][O:6][C:7]2[CH:12]=[C:11]([F:13])[CH:10]=[CH:9][C:8]=2[C:14]2[C:15]3[NH:22][C:21]([CH3:23])=[C:20]([C:24]([NH:26][C@H:27]4[C@H:31]([OH:32])[CH2:30][N:29]([C:37](=[O:36])[CH2:38][OH:39])[CH2:28]4)=[O:25])[C:16]=3[N:17]=[CH:18][N:19]=2)[CH2:4][CH2:3]1 |f:0.1|. Procedure details: Starting from 4-[2-(cyclopropylmethoxy)-4-fluorophenyl]-N-[(3R*,4R*)-4-hydroxypyrrolidin-3-yl]-6-methyl-5H-pyrrolo[3,2-d]pyrimidine-7-carboxamide hydrochloride (example D.f10) and commercially available 2-chloro-2-oxoethyl acetate the title compound is obtained as colorless solid. Starting materials: BrC=1C=CC(=NC1)NC(C(C)(C)C)=O (N-(5-bromopyridin-2-yl)-2,2-dimethylpropionamide), C1(=C(C=CC=C1)P(C1=C(C=CC=C1)C)C1=C(C=CC=C1)C)C (tri-o-tolylphosphine), C=C (ethylene). Reagents/catalysts: C(C)(=O)[O-].[Pd+2].C(C)(=O)[O-] (palladium acetate). The solvent is C(C)#N (acetonitrile), C(C)N(CC)CC (triethylamine), C(C)(=O)OCC (ethyl acetate). Reaction conditions: temperature 85 celsius. The product is C(=C)C=1C=CC(=NC1)NC(C(C)(C)C)=O (N-(5-Vinyl-pyridin-2-yl)-2,2-dimethylpropionamide). The yield is 738.1%. RXN SMILES: Br[C:2]1[CH:3]=[CH:4][C:5]([NH:8][C:9](=[O:14])[C:10]([CH3:13])([CH3:12])[CH3:11])=[N:6][CH:7]=1.[C:15]1(C)C=CC=C[C:16]=1P(C1C=CC=CC=1C)C1C=CC=CC=1C.C=C>C(#N)C.C(N(CC)CC)C.C(OCC)(=O)C.C([O-])(=O)C.[Pd+2].C([O-])(=O)C>[CH:15]([C:2]1[CH:3]=[CH:4][C:5]([NH:8][C:9](=[O:14])[C:10]([CH3:13])([CH3:12])[CH3:11])=[N:6][CH:7]=1)=[CH2:16] |f:6.7.8|. Procedure details: A solution of N-(5-bromopyridin-2-yl)-2,2-dimethylpropionamide (5.60 g, 21.8 mmol) in acetonitrile (20 ml) and triethylamine (5.49 ml) was treated with palladium acetate (177 mg, 0.8 mmol) and tri-o-tolylphosphine (795 mg, 2.6 mmol). The mixture was placed in a pressure reactor under 130 psig of ethylene pressure and heated at 85° C. for 18 hours. The reaction mixture was cooled, vented, diluted with ethyl acetate and filtered. The ethyl acetate solution was washed sequentially with dilute citri... Reactants: CCCCn1c(=O)[nH]c(=O)c2[nH]c(Cc3ccc(NC(C)=O)cc3)nc21, CN(C)C=O, CC(C)(C)C(=O)OCCl, Cl, [Na+], [Na+], O=C([O-])[O-], O. Yields the product CCCCn1c(=O)[nH]c(=O)c2c1nc(Cc1ccc(NC(C)=O)cc1)n2COC(=O)C(C)(C)C. Reaction SMILES: [CH2:1]([CH2:2][CH2:3][CH3:4])[n:5]1[c:6](=[O:26])[nH:7][c:8](=[O:25])[c:9]2[nH:10][c:11]([CH2:14][c:15]3[cH:16][cH:17][c:18]([NH:21][C:22]([CH3:23])=[O:24])[cH:19][cH:20]3)[n:12][c:13]12.[CH3:43][N:44]([CH3:45])[CH:46]=[O:47].[Cl:33][CH2:34][O:35][C:36]([C:37]([CH3:38])([CH3:39])[CH3:40])=[O:41].[ClH:42].[Na+:27].[Na+:28].[O-:29][C:30](=[O:31])[O-:32].[OH2:48]>>[CH2:1]([CH2:2][CH2:3][CH3:4])[n:5]1[c:6](=[O:26])[nH:7][c:8](=[O:25])[c:9]2[n:10]([CH2:34][O:35][C:36]([C:37]([CH3:38])([CH3:39])[CH3:40])=[O:41])[c:11]([CH2:14][c:15]3[cH:16][cH:17][c:18]([NH:21][C:22]([CH3:23])=[O:24])[cH:19][cH:20]3)[n:12][c:13]12.